Dataset: the Open Reaction Database (ORD), a public repository of structured organic reaction records. Task: describe an organic reaction: reactants, conditions, products, and yield Procedure: A solution of n-butyllithium (2.5M in hexanes) (2.04 mL, 3.26 mmol) was added dropwise to a stirred solution of 5-methylpyridin-2-amine (CAS 1603-41-4) (353 mg, 3.26 mmol) in THF (10 mL) cooled to 10° C. under nitrogen. The resulting solution was stirred at ambient temperature for 10 minutes and then added to a solution of (R)-methyl 2-(tert-butyldimethylsilyloxy)-3-methoxypropanoate C5b (810 mg, 3.26 mmol) in THF (10 mL) at 10° C. The resulting solution was stirred at ambient temperature for 1 ... Yields the product [Si](C)(C)(C(C)(C)C)O[C@@H](C(=O)NC1=NC=C(C=C1)C)COC ((R)-2-(tert-butyldimethylsilyloxy)-3-methoxy-N-(5-methylpyridin-2-yl)propanamide). The solvent is C1CCOC1 (THF), C1CCOC1 (THF), CCOC(=O)C (EtOAc). Reaction SMILES: C([Li])CCC.[CH3:6][C:7]1[CH:8]=[CH:9][C:10]([NH2:13])=[N:11][CH:12]=1.[Si:14]([O:21][C@H:22]([CH2:27][O:28][CH3:29])[C:23](OC)=[O:24])([C:17]([CH3:20])([CH3:19])[CH3:18])([CH3:16])[CH3:15]>C1COCC1.CCOC(C)=O>[Si:14]([O:21][C@H:22]([CH2:27][O:28][CH3:29])[C:23]([NH:13][C:10]1[CH:9]=[CH:8][C:7]([CH3:6])=[CH:12][N:11]=1)=[O:24])([C:17]([CH3:20])([CH3:19])[CH3:18])([CH3:15])[CH3:16]. The reactants are C(CCC)[Li] (n-butyllithium), CC=1C=CC(=NC1)N (5-methylpyridin-2-amine), [Si](C)(C)(C(C)(C)C)O[C@@H](C(=O)OC)COC ((R)-methyl 2-(tert-butyldimethylsilyloxy)-3-methoxypropanoate). Run at temperature 10 celsius, time 10 minute. Reactants: C(C)(=O)OC1CN(CC2=C(C3=C(C=C12)OCO3)OC)C (4-acetoxy-8-methoxy-2-methyl-6,7-methylenedioxy-1,2,3,4-tetrahydroisoquinoline). Reagents/catalysts: [C].[Pd] (palladium carbon). Run in C(C)O (ethanol). Yields the product COC=1C2=C(C=C3CCN(CC13)C)OCO2 (8-methoxy-2-methyl-6,7-methylenedioxy-1,2,3,4-tetrahydroisoquinoline). Yield: 85.9%. RXN SMILES: C(O[CH:5]1[C:14]2[C:9](=[C:10]([O:18][CH3:19])[C:11]3[O:17][CH2:16][O:15][C:12]=3[CH:13]=2)[CH2:8][N:7]([CH3:20])[CH2:6]1)(=O)C>[C].[Pd].C(O)C>[CH3:19][O:18][C:10]1[C:11]2[O:17][CH2:16][O:15][C:12]=2[CH:13]=[C:14]2[C:9]=1[CH2:8][N:7]([CH3:20])[CH2:6][CH2:5]2 |f:1.2|. Procedure details: 0.28 g (1 mmol) of 4-acetoxy-8-methoxy-2-methyl-6,7-methylenedioxy-1,2,3,4-tetrahydroisoquinoline (9) was added to 4 ml of ethanol. This solution was then added with 100 mg of 5% palladium carbon and hydrogenated at room temperature. After the reaction was completed, the catalyst was filtered off and the solvent was distilled off under reduced pressure. The residue was added with 5 ml of water and made basic with an aqueous solution of sodium hydroxide. The resulted solution was extracted twice ... The reactants are BrC=1C=C(C=O)C=C(C1)Br (3,5-dibromobenzaldehyde), C(CO)O (ethylene glycol). Reagents/catalysts: O.C1(=CC=C(C=C1)S(=O)(=O)O)C (p-toluenesulfonic acid monohydrate). Solvent: C(C)(=O)OCC (ethyl acetate), C1(=CC=CC=C1)C (toluene). Product: BrC=1C=C(C=C(C1)Br)C1OCCO1 (2-(3,5-dibromophenyl)-1,3-dioxolane). Isolated yield 99.9%. As a reaction SMILES: [Br:1][C:2]1[CH:3]=[C:4]([CH:7]=[C:8]([Br:10])[CH:9]=1)[CH:5]=[O:6].[CH2:11](O)[CH2:12][OH:13]>C1(C)C=CC=CC=1.C(OCC)(=O)C.O.C1(C)C=CC(S(O)(=O)=O)=CC=1>[Br:1][C:2]1[CH:3]=[C:4]([CH:5]2[O:13][CH2:12][CH2:11][O:6]2)[CH:7]=[C:8]([Br:10])[CH:9]=1 |f:4.5|. Reported procedure: A mixture of 3,5-dibromobenzaldehyde (5.37 g, 20.37 mmol), ethylene glycol (3.40 mL, 61.10 mmol) and p-toluenesulfonic acid monohydrate (78 mg, 0.41 mmol) in anhydrous toluene (30 mL) was heated at reflux under Dean-Stark conditions for 5 h. The reaction mixture was cooled to room temperature and diluted with ethyl acetate (25 mL). The ethyl acetate layer was washed with a saturated NaHCO3 solution (25 mL). The organic layer was removed and washed with water (1×25 mL) and dried with anhydrous Mg... Reactants: NC(=O)N (urea), C=O (paraformaldehyde), C(C(C)C)=O (isobutyraldehyde), C(CO)O (ethylene glycol), O (water), S(O)(O)(=O)=O (sulfuric acid). Run at temperature 70 celsius. Product: CC1(C(=NC(N=C1)=O)OCCO)C (5,5-dimethyl-4-hydroxyethoxypyrimid-2-one). Reaction SMILES: [NH2:1][C:2]([NH2:4])=[O:3].[CH2:5]=O.[CH:7](=[O:11])[CH:8]([CH3:10])[CH3:9].[CH2:12]([OH:15])[CH2:13]O.O.S(=O)(=O)(O)O>>[CH3:9][C:8]1([CH3:5])[CH:10]=[N:4][C:2](=[O:3])[N:1]=[C:7]1[O:11][CH2:13][CH2:12][OH:15]. Procedure details: 60 Parts (1.0 mole) of urea, 30 parts (1.0 mole) of paraformaldehyde, 72 parts (1.0 mole) of isobutyraldehyde, 92 parts (1.5 moles) of ethylene glycol, 46 parts (2.6 moles) of water, and 10 parts of 40% sulfuric acid were stirred together and heated at 70° C. until a clear solution of an equilibrium mixture of 5,5-dimethylpyrimid-3-en-2-one and 5,5-dimethyl-4-hydroxyethoxypyrimid-2-one was formed, confirmed by IR spectra. As a reaction SMILES: [CH3:1][O:2][C:3](=[O:13])[C:4]1[CH:9]=[CH:8][C:7]([C:10](=[O:12])[CH3:11])=[CH:6][CH:5]=1.[P:14]([O-:19])([O:17][CH3:18])[O:15][CH3:16]>C1COCC1.CCOC(C)=O>[CH3:1][O:2][C:3](=[O:13])[C:4]1[CH:9]=[CH:8][C:7]([C:10]([P:14]([O:17][CH3:18])([O:15][CH3:16])=[O:19])([OH:12])[CH3:11])=[CH:6][CH:5]=1. Yields the product COC(C1=CC=C(C=C1)C(C)(O)P(=O)(OC)OC)=O (4-[1-(Dimethoxy-phosphoryl)-1-hydroxy-ethyl]-benzoic acid methyl ester). The reactants are P(OC)(OC)[O-] (dimethyl phosphite), N,N,N′N′-tetramethyl-guanidine, COC(C1=CC=C(C=C1)C(C)=O)=O (4-acetyl-benzoic acid methyl ester). Run at time 30 minute. Procedure: A solution of 4-acetyl-benzoic acid methyl ester (1.0 g, 5.61 mmol) in THF (5.6 mL) was cooled to 0° C. and dimethyl phosphite (0.7 g, 6.17 mmol) and N,N,N′N′-tetramethyl-guanidine (0.07 g, 0.56 mmol) were added dropwise. The reaction mixture was warmed to ambient temperature and stirred for 30 minutes. The reaction mixture was diluted with EtOAc and washed with 1N aqueous HCl (2×), brine, then dried (MgSO4) and concentrated in vacuo. The residue was purified by MPLC (Isocratic CH2Cl2 for 6 CV t... The solvent is CCOC(=O)C (EtOAc), C1CCOC1 (THF).